Dataset: the Open Reaction Database (ORD), a public repository of structured organic reaction records. Task: describe an organic reaction: reactants, conditions, products, and yield Run in C(C)O (ethanol), C(C)(=O)O (acetic acid), [Pd] (palladium). RXN SMILES: [CH:1]([C:4]1[CH:9]=[CH:8][CH:7]=[C:6](C(C)C)[C:5]=1[O:13][CH2:14][C:15]1C=CC=[CH:17][CH:16]=1)([CH3:3])[CH3:2]>C(O)C.C(O)(=O)C.[Pd]>[CH:1]([C:4]1[CH:9]=[CH:8][CH:7]=[CH:6][C:5]=1[O:13][CH2:14][CH:15]=[CH:16][CH3:17])([CH3:3])[CH3:2]. Yields the product C(C)(C)C1=C(C=CC=C1)OCC=CC (Crotyl (2-isopropyl phenyl) ether). Starting materials: C(C)(C)C1=C(C(=CC=C1)C(C)C)OCC1=CC=CC=C1 (Benzyl (2,6-diisopropylphenyl) ether). Procedure details: Benzyl (2,6-diisopropylphenyl) ether 60 mg was dissolved in 20 ml of anhydrous ethanol solution of 5% acetic acid. After adding 30 mg of active carbon in 10% palladium thereinto, it was dissolved under hydrogen gas for 15 hours. Thus-obtained mixture Was washed with water and saturated sodium chloride aqueous solution. The resultant was dried with anhydrous magnesium sulfate and then concentrated. Starting materials: C(=O)CCCC1=CC(=CC=C1)OC (1-(3-formylpropyl)-3-methoxybenzene), C(Br)(Br)(Br)Br (carbon tetrabromide), C1(=CC=CC=C1)P(C1=CC=CC=C1)C1=CC=CC=C1 (triphenylphosphine), CCCCCC (n-hexane). Solvent: C(Cl)Cl (methylene chloride), C(Cl)Cl (methylene chloride), C(Cl)Cl (methylene chloride). Run at time 10 minute. Product: BrC(=CCCCC1=CC(=CC=C1)OC)Br (1-(5,5-Dibromo-4-pentenyl)-3-methoxybenzene). Yield: 94.8%. As a reaction SMILES: [C:1]([Br:5])(Br)(Br)[Br:2].C1(P(C2C=CC=CC=2)C2C=CC=CC=2)C=CC=CC=1.[CH:25]([CH2:27][CH2:28][CH2:29][C:30]1[CH:35]=[CH:34][CH:33]=[C:32]([O:36][CH3:37])[CH:31]=1)=O.CCCCCC>C(Cl)Cl>[Br:2][C:1]([Br:5])=[CH:25][CH2:27][CH2:28][CH2:29][C:30]1[CH:35]=[CH:34][CH:33]=[C:32]([O:36][CH3:37])[CH:31]=1. Procedure details: To a solution of carbon tetrabromide (16.7 g) in methylene chloride (35 ml) was added triphenylphosphine (26.0 g) in methylene chloride (35 ml) at 0° C., and the mixture was stirred for 10 min. To the mixture was added a solution of 1-(3-formylpropyl)-3-methoxybenzene (3.00 g) in methylene chloride (20 ml) at 0° C. The mixture was stirred for 30 min at 0° C. To the mixture was added gradually n-hexane, and the mixture was filtered to remove triphenylphosphineoxide. The filtrate was washed with w... RXN SMILES: [CH2:1]([CH3:2])[O:3][C:4](=[O:5])[c:6]1[cH:7][n:8][n:9]([CH2:11][c:12]2[cH:13][cH:14][cH:15][cH:16][cH:17]2)[cH:10]1.[CH2:22]1[O:23][CH2:24][CH2:25][CH2:26]1.[ClH:21].[Li+:19].[OH-:18].[OH2:20]>>[O:3]=[C:4]([OH:5])[c:6]1[cH:7][n:8][n:9]([CH2:11][c:12]2[cH:13][cH:14][cH:15][cH:16][cH:17]2)[cH:10]1. The product is O=C(O)c1cnn(Cc2ccccc2)c1. Starting materials: CCOC(=O)c1cnn(Cc2ccccc2)c1, C1CCOC1, Cl, [Li+], [OH-], O.